This data is from the Open Reaction Database (ORD), a public repository of structured organic reaction records. The task is: describe an organic reaction: reactants, conditions, products, and yield Procedure: 2.15 g of 3-chloro-N-(5-chloro-1H-benzimidazol-2-ylmethyl)-4-methoxycarbonylbenzamide is dissolved in 50 mL of isopropanol, and 50 mL of 1 molar sodium hydroxide solution is added and the mixture is stirred for 3 hours at ambient temperature. Then it is poured into 250 mL ice water and extracted twice with ethyl acetate. The aqueous phase is adjusted to pH 4 with 1 molar hydrochloric acid and the precipitate formed is separated off by filtration. The solid is washed with a little demineralized w... Conditions: time 3 hour. Product: ClC=1C=C(C(=O)NCC2=NC3=C(N2)C=CC(=C3)Cl)C=CC1C(=O)O (3-chloro-N-(5-chloro-1H-benzimidazol-2-ylmethyl)-4-hydroxycarbonylbenzamide). The solvent is C(C)(C)O (isopropanol). Reactants: solvent, ClC=1C=C(C(=O)NCC2=NC3=C(N2)C=CC(=C3)Cl)C=CC1C(=O)OC (3-chloro-N-(5-chloro-1H-benzimidazol-2-ylmethyl)-4-methoxycarbonylbenzamide), [OH-].[Na+] (sodium hydroxide), ice water, petroleum ether diethyl ether ethyl acetate. As a reaction SMILES: [Cl:1][C:2]1[CH:3]=[C:4]([CH:19]=[CH:20][C:21]=1[C:22]([O:24]C)=[O:23])[C:5]([NH:7][CH2:8][C:9]1[NH:13][C:12]2[CH:14]=[CH:15][C:16]([Cl:18])=[CH:17][C:11]=2[N:10]=1)=[O:6].[OH-].[Na+]>C(O)(C)C>[Cl:1][C:2]1[CH:3]=[C:4]([CH:19]=[CH:20][C:21]=1[C:22]([OH:24])=[O:23])[C:5]([NH:7][CH2:8][C:9]1[NH:13][C:12]2[CH:14]=[CH:15][C:16]([Cl:18])=[CH:17][C:11]=2[N:10]=1)=[O:6] |f:1.2|. Reactants: COc1cc(N2CCN(C(=O)Cn3nc(Br)c(Cl)c3C)C(C)C2)ccc1Cl, OB(O)c1ccco1. Yields the product COc1cc(N2CCN(C(=O)Cn3nc(-c4ccco4)c(Cl)c3C)C(C)C2)ccc1Cl. As a reaction SMILES: [Br:1][c:2]1[n:3][n:4]([CH2:9][C:10](=[O:11])[N:12]2[CH:13]([CH3:27])[CH2:14][N:15]([c:18]3[cH:19][c:20]([O:25][CH3:26])[c:21]([Cl:24])[cH:22][cH:23]3)[CH2:16][CH2:17]2)[c:5]([CH3:8])[c:6]1[Cl:7].[o:28]1[c:29]([B:33]([OH:34])[OH:35])[cH:30][cH:31][cH:32]1>>[c:2]1(-[c:29]2[o:28][cH:32][cH:31][cH:30]2)[n:3][n:4]([CH2:9][C:10](=[O:11])[N:12]2[CH:13]([CH3:27])[CH2:14][N:15]([c:18]3[cH:19][c:20]([O:25][CH3:26])[c:21]([Cl:24])[cH:22][cH:23]3)[CH2:16][CH2:17]2)[c:5]([CH3:8])[c:6]1[Cl:7].